From a dataset of the Open Reaction Database (ORD), a public repository of structured organic reaction records. describe an organic reaction: reactants, conditions, products, and yield Starting materials: O=c1cc(-c2ccc(C(F)(F)F)cc2)cc(C2CC2)[nH]1, O=P(Cl)(Cl)Cl. Product: FC(F)(F)c1ccc(-c2cc(Cl)nc(C3CC3)c2)cc1. RXN SMILES: [CH:1]1([c:4]2[cH:5][c:6](-[c:11]3[cH:12][cH:13][c:14]([C:17]([F:18])([F:19])[F:20])[cH:15][cH:16]3)[cH:7][c:8](=[O:10])[nH:9]2)[CH2:2][CH2:3]1.[P:21]([Cl:22])([Cl:23])([Cl:24])=[O:25]>>[CH:1]1([c:4]2[cH:5][c:6](-[c:11]3[cH:12][cH:13][c:14]([C:17]([F:18])([F:19])[F:20])[cH:15][cH:16]3)[cH:7][c:8]([Cl:23])[n:9]2)[CH2:2][CH2:3]1.